Dataset: the Open Reaction Database (ORD), a public repository of structured organic reaction records. Task: describe an organic reaction: reactants, conditions, products, and yield The reactants are S(=O)(=O)(C1=CC=C(C)C=C1)N1C=CC=2C1=NC=C(C2)C=O (1-tosyl-1H-pyrrolo[2,3-b]pyridine-5-carbaldehyde), Cl.NO (hydroxylamine hydrochloride), N1=CC=CC=C1 (pyridine). Solvent: CCO (EtOH). Run at temperature 70 celsius. The product is S(=O)(=O)(C1=CC=C(C)C=C1)N1C=CC=2C1=NC=C(C2)C=NO (1-tosyl-1H-pyrrolo[2,3-b]pyridine-5-carbaldehyde oxime). Yield: 98.6%. As a reaction SMILES: [S:1]([N:11]1[C:15]2=[N:16][CH:17]=[C:18]([CH:20]=O)[CH:19]=[C:14]2[CH:13]=[CH:12]1)([C:4]1[CH:10]=[CH:9][C:7]([CH3:8])=[CH:6][CH:5]=1)(=[O:3])=[O:2].Cl.[NH2:23][OH:24].N1C=CC=CC=1>CCO>[S:1]([N:11]1[C:15]2=[N:16][CH:17]=[C:18]([CH:20]=[N:23][OH:24])[CH:19]=[C:14]2[CH:13]=[CH:12]1)([C:4]1[CH:10]=[CH:9][C:7]([CH3:8])=[CH:6][CH:5]=1)(=[O:3])=[O:2] |f:1.2|. Procedure: To a solution of 1-tosyl-1H-pyrrolo[2,3-b]pyridine-5-carbaldehyde (0.58 g, 1.93 mmol) in EtOH (5 mL) was added hydroxylamine hydrochloride (0.7 g, 9.6 mmol) and pyridine (0.5 mL). The reaction mixture was heated at 70° C. for 18 h and then the solvent was removed under reduced pressure to afford 0.6 g (98%) of 1-tosyl-1H-pyrrolo[2,3-b]pyridine-5-carbaldehyde oxime as white solid which was used in the next step without further purification. MS (ESI) m/z: 316.2 [M+1]+. The reactants are CN(C([C@@H](CC1=CC2=CC=CC=C2C=C1)NC)=O)CCCC1=CC=CC=C1 ((2R)-N-methyl-2-methylamino-3-(2-naphthyl)-N-(3-phenylpropyl)propionamide), C(C)N(C(C)C)C(C)C (Ethyldiisopropylamine), C(C)(C)(C)OC(=O)NC(C/C=C/C(=O)O)(C)C ((2E)-5-(tert-Butoxycarbonylamino)-5-methylhex-2-enoic acid), ON1N=NC2=C1N=CC=C2 (1-Hydroxy-7-azabenzotriazole), Cl.CN(CCCN=C=NCC)C (N-(3-Dimethylaminopropyl)-N'-ethylcarbodiimide hydrochloride). Run in ClCCl (dichloromethane), C(C)(=O)OCC (ethyl acetate), CN(C=O)C (N,N-dimethylformamide), ClCCl (dichloromethane). Conditions: temperature 0 celsius, time 40 minute. The product is C(C)(C)(C)OC(NC(C\C=C\C(N([C@H](CC1=CC2=CC=CC=C2C=C1)C(N(CCCC1=CC=CC=C1)C)=O)C)=O)(C)C)=O (((3E)-1,1-dimethyl-4-(N-methyl-N-((1R)-1-(N-methyl-N-(3-phenylpropyl)carbamoyl)-2-(2-naphthyl)ethyl)carbamoyl)but-3-enyl)carbamic acid tert-butyl ester). Yield: 72.6%. RXN SMILES: [C:1]([O:5][C:6]([NH:8][C:9]([CH3:17])([CH3:16])[CH2:10]/[CH:11]=[CH:12]/[C:13]([OH:15])=O)=[O:7])([CH3:4])([CH3:3])[CH3:2].ON1C2N=CC=CC=2N=N1.Cl.CN(C)CCCN=C=NCC.[CH3:40][N:41]([CH2:58][CH2:59][CH2:60][C:61]1[CH:66]=[CH:65][CH:64]=[CH:63][CH:62]=1)[C:42](=[O:57])[C@H:43]([NH:55][CH3:56])[CH2:44][C:45]1[CH:54]=[CH:53][C:52]2[C:47](=[CH:48][CH:49]=[CH:50][CH:51]=2)[CH:46]=1.C(N(C(C)C)C(C)C)C>CN(C)C=O.ClCCl.C(OCC)(=O)C>[C:1]([O:5][C:6](=[O:7])[NH:8][C:9]([CH3:17])([CH3:16])[CH2:10]/[CH:11]=[CH:12]/[C:13](=[O:15])[N:55]([CH3:56])[C@@H:43]([C:42](=[O:57])[N:41]([CH3:40])[CH2:58][CH2:59][CH2:60][C:61]1[CH:66]=[CH:65][CH:64]=[CH:63][CH:62]=1)[CH2:44][C:45]1[CH:54]=[CH:53][C:52]2[C:47](=[CH:48][CH:49]=[CH:50][CH:51]=2)[CH:46]=1)([CH3:2])([CH3:3])[CH3:4] |f:2.3|. Procedure details: (2E)-5-(tert-Butoxycarbonylamino)-5-methylhex-2-enoic acid (405 mg, 1.66 mmol) was dissolved in N,N-dimethylformamide (4 ml) and dichloromethane (4 ml). 1-Hydroxy-7-azabenzotriazole (227 mg, 1.66 mmol) was added. The solution was cooled to 0° C. N-(3-Dimethylaminopropyl)-N'-ethylcarbodiimide hydrochloride (319 mg, 1.66 mmol) was added. The solution was stirred at 0° C. for 40 min. A solution of (2R)-N-methyl-2-methylamino-3-(2-naphthyl)-N-(3-phenylpropyl)propionamide (600 mg, 1.66 mmol) in dichl... The yield is 31.2%. Procedure details: To a solution of diisopropylamine (0.841 mL, 6.0 mmol) in tetrahydrofuran (15 mL) at −78° C. under nitrogen was added slowly the solution of n-butyllithium (3.75 mL, 6.0 mmol, 1.6M in hexanes). After stirring for 30 minutes, the solution of TMS-diazomethane (3.0 mL, 6.0 mmol, 2M in hexanes) was added slowly into the reaction mixture. The mixture was stirred for 30 minutes then was added the solution of 3-fluoro-4-methoxy-2-propylbenzaldehyde (597) (0.589 g, 3.0 mmol) in tetrahydrofuran (3 mL). T... As a reaction SMILES: C(NC(C)C)(C)C.[CH2:8]([Li])[CH2:9][CH2:10][CH3:11].[Si](C=[N+]=[N-])(C)(C)C.[F:20][C:21]1[C:22]([CH2:31][CH2:32][CH3:33])=C(C=[CH:27][C:28]=1[O:29][CH3:30])C=O>O1CCCC1>[C:10]([C:9]1[CH:8]=[CH:27][C:28]([O:29][CH3:30])=[C:21]([F:20])[C:22]=1[CH2:31][CH2:32][CH3:33])#[CH:11]. Product: C(#C)C1=C(C(=C(C=C1)OC)F)CCC (1-ethynyl-3-fluoro-4-methoxy-2-propylbenzene). Run in O1CCCC1 (tetrahydrofuran), O1CCCC1 (tetrahydrofuran). Run at time 30 minute. The reactants are FC=1C(=C(C=O)C=CC1OC)CCC (3-fluoro-4-methoxy-2-propylbenzaldehyde), C(C)(C)NC(C)C (diisopropylamine), C(CCC)[Li] (n-butyllithium), [Si](C)(C)(C)C=[N+]=[N-] (TMS-diazomethane). Starting materials: CC(C)Br, CC(C)(C)[O-], CS(C)=O, COC(=O)c1c(O)c2cc(OC)ccc2n1-c1ccccc1, [K+]. The product is COC(=O)c1c(OC(C)C)c2cc(OC)ccc2n1-c1ccccc1. Reaction SMILES: [Br:29][CH:30]([CH3:31])[CH3:32].[CH3:1][C:2]([CH3:3])([CH3:4])[O-:5].[CH3:33][S:34](=[O:35])[CH3:36].[CH3:7][O:8][C:9](=[O:10])[c:11]1[n:12](-[c:23]2[cH:24][cH:25][cH:26][cH:27][cH:28]2)[c:13]2[cH:14][cH:15][c:16]([O:21][CH3:22])[cH:17][c:18]2[c:19]1[OH:20].[K+:6]>>[CH3:1][CH:2]([CH3:3])[O:20][c:19]1[c:11]([C:9]([O:8][CH3:7])=[O:10])[n:12](-[c:23]2[cH:24][cH:25][cH:26][cH:27][cH:28]2)[c:13]2[cH:14][cH:15][c:16]([O:21][CH3:22])[cH:17][c:18]21. RXN SMILES: [N+:1](=[O:2])([O-:3])[c:4]1[cH:5][cH:6][c:7]([S:10](=[O:11])(=[O:12])[Cl:13])[cH:8][cH:9]1.[OH:14][c:15]1[cH:16][cH:17][cH:18][cH:19][cH:20]1.[cH:21]1[cH:22][cH:23][n:24][cH:25][cH:26]1>>[N+:1](=[O:2])([O-:3])[c:4]1[cH:5][cH:6][c:7]([S:10](=[O:11])(=[O:12])[O:14][c:15]2[cH:16][cH:17][cH:18][cH:19][cH:20]2)[cH:8][cH:9]1. Product: O=[N+]([O-])c1ccc(S(=O)(=O)Oc2ccccc2)cc1. Starting materials: O=[N+]([O-])c1ccc(S(=O)(=O)Cl)cc1, Oc1ccccc1, c1ccncc1. Reactants: COC(CBr)(OC)c1cc(N(C)C)cc(S(F)(F)(F)(F)F)c1, O, O=S(=O)(O)O. The product is CN(C)c1cc(C(=O)CBr)cc(S(F)(F)(F)(F)F)c1. As a reaction SMILES: [Br:1][CH2:2][C:3]([O:4][CH3:7])([O:5][CH3:6])[c:8]1[cH:9][c:10]([N:20]([CH3:21])[CH3:22])[cH:11][c:12]([S:14]([F:15])([F:16])([F:17])([F:18])[F:19])[cH:13]1.[OH2:28].[S:23](=[O:24])(=[O:25])([OH:26])[OH:27]>>[Br:1][CH2:2][C:3](=[O:4])[c:8]1[cH:9][c:10]([N:20]([CH3:21])[CH3:22])[cH:11][c:12]([S:14]([F:15])([F:16])([F:17])([F:18])[F:19])[cH:13]1. Starting materials: C([C@@H](C(=O)O)N)S.Cl (L-cysteine.HCl), C([C@@H](C(=O)O)N)S.Cl (L-cysteine.HCl), COCCOC([C@@H](N)CS)=O (L-cysteine-(2-methoxyethyl)-ester), Cl (HCl). Yields the product OCCOC([C@@H](N)CS)=O (L-cysteine-(2-hydroxyethyl)ester). Reaction SMILES: C(S)[C@H](N)C(O)=O.Cl.C[O:10][CH2:11][CH2:12][O:13][C:14](=[O:19])[C@H:15]([CH2:17][SH:18])[NH2:16].Cl>>[OH:10][CH2:11][CH2:12][O:13][C:14](=[O:19])[C@H:15]([CH2:17][SH:18])[NH2:16] |f:0.1|. Reported procedure: The first fraction contains 8.0 g L-cysteine.HCl while the second fraction contains 1.0 g L-cysteine-(2-methoxyethyl)-ester.HCl which is contaminated with a slight amount of L-cysteine.HCl. Reactants: ClC1=CC=CC(=N1)C#N (6-Chloropyridine-2-carbonitrile), C(C)(=O)N1CCNCC1 (1-acetylpiperazine), C(C)#N (acetonitrile). Product: C(C)(=O)N1CCN(CC1)C1=NC=C(C#N)C=C1 (6-(4-acetyl-piperazin-1-yl)-nicotinonitrile). RXN SMILES: Cl[C:2]1[N:7]=[C:6](C#N)[CH:5]=[CH:4][CH:3]=1.[C:10]([N:13]1[CH2:18][CH2:17][NH:16][CH2:15][CH2:14]1)(=[O:12])[CH3:11].[C:19](#[N:21])C>>[C:10]([N:13]1[CH2:18][CH2:17][N:16]([C:2]2[CH:3]=[CH:4][C:5]([C:19]#[N:21])=[CH:6][N:7]=2)[CH2:15][CH2:14]1)(=[O:12])[CH3:11]. Reported procedure: 6-Chloropyridine-2-carbonitrile (104 mg, 0.75 mmol) and 1-acetylpiperazine (384 mg, 0.75 mmol) in acetonitrile (2.5 mL) were stirred and irradiated using a microwave reactor (300 W, 150° C., 60 min). The reaction mixture was concentrated in vacuo and purified by silica gel column chromatography, eluting with CH2Cl2 and increasing the polarity to 10% MeOH/CH2Cl2 to afford 6-(4-acetyl-piperazin-1-yl)-nicotinonitrile as an off-white solid (172 mg, quant.).